Dataset: the Open Reaction Database (ORD), a public repository of structured organic reaction records. Task: describe an organic reaction: reactants, conditions, products, and yield Starting materials: ClC=1C=C(C=CC1)NC1=NC=CC(=N1)C1=CC(=NC=C1)NN ((3-Chloro-phenyl)-[4-(2-hydrazino-pyridin-4-yl)-pyrimidin-2-yl]-amine), C(CCC(=O)C)(=O)O (levulinic acid). The solvent is C(CCC)O (n-Butanol). Reaction conditions: temperature 0 celsius, time 3 hour. Yields the product ClC=1C=C(C=CC1)NC1=NC=CC(=N1)C1=CC(=NC=C1)N1N=C(CCC1=O)C (2-{4-[2-(3-Chloro-phenylamino)-pyrimidin-4-yl]-pyridin-2-yl}-6-methyl-4,5-dihydro-2H-pyridazin-3-one). Yield: 28.9%. Reaction SMILES: [Cl:1][C:2]1[CH:3]=[C:4]([NH:8][C:9]2[N:14]=[C:13]([C:15]3[CH:20]=[CH:19][N:18]=[C:17]([NH:21][NH2:22])[CH:16]=3)[CH:12]=[CH:11][N:10]=2)[CH:5]=[CH:6][CH:7]=1.[C:23](O)(=[O:29])[CH2:24][CH2:25][C:26]([CH3:28])=O>C(O)CCC>[Cl:1][C:2]1[CH:3]=[C:4]([NH:8][C:9]2[N:14]=[C:13]([C:15]3[CH:20]=[CH:19][N:18]=[C:17]([N:21]4[C:23](=[O:29])[CH2:24][CH2:25][C:26]([CH3:28])=[N:22]4)[CH:16]=3)[CH:12]=[CH:11][N:10]=2)[CH:5]=[CH:6][CH:7]=1. Reported procedure: To a suspension of (3-Chloro-phenyl)-[4-(2-hydrazino-pyridin-4-yl)-pyrimidin-2-yl]-amine (2 g) in n-Butanol (40 mL) was added of 0.744 g of levulinic acid. The mixture was heated at reflux. After 3 h, the mixture was cooled at 0° C. and the 4-({4-[2-(3-Chloro-phenylamino)-pyrimidin-4-yl]-pyridin-2-yl}-hydrazono)-4-methyl-butyric acid (1.92 g, 73%) was recovered by filtration. Mp 218–220° C., 1H NMR DMSO-d6) 12.1 (1H, OHacid), 9.93 (1H, s, NH), 9.48 (1H, s, NH), 8.64 (1H, d, 5 Hz), 8.24 (1H, d, 5... Starting materials: [N+](=O)([O-])C1=CC=C(C=C1)OC1=CC2=C(COC2)C=C1 (5-[(4-nitrophenyl)oxy]-1,3-dihydro-2-benzofuran), [N+](=O)([O-])C1=CC=C(C=C1)OC1=CC2=C(COC2)C=C1 (5-[(4-nitrophenyl)oxy]-1,3-dihydro-2-benzofuran), O.NN (hydrazine hydrate), O.NN (hydrazine hydrate). The reagents and catalysts are [Pd] (Pd/C), [Pd] (Pd/C). Solvent: C(C)O (ethanol). The product is C1OCC2=C1C=CC(=C2)OC2=CC=C(N)C=C2 (4-(1,3-dihydro-2-benzofuran-5-yloxy)aniline). Yield: 90.5%. As a reaction SMILES: [N+:1]([C:4]1[CH:9]=[CH:8][C:7]([O:10][C:11]2[CH:19]=[CH:18][C:14]3[CH2:15][O:16][CH2:17][C:13]=3[CH:12]=2)=[CH:6][CH:5]=1)([O-])=O.O.NN>C(O)C.[Pd]>[CH2:15]1[C:14]2[CH:18]=[CH:19][C:11]([O:10][C:7]3[CH:8]=[CH:9][C:4]([NH2:1])=[CH:5][CH:6]=3)=[CH:12][C:13]=2[CH2:17][O:16]1 |f:1.2|. Procedure details: A solution of 5-[(4-nitrophenyl)oxy]-1,3-dihydro-2-benzofuran (Intermediate 74, 190 mg, 0.739 mmol), hydrazine hydrate (0.046 ml, 1.477 mmol) and Pd/C (157 mg, 0.148 mmol) in ethanol (6 ml) was stirred under argon at 90° C. After 4.5 hours 0.2 equivalents of Pd/C and 2 equivalents of hydrazine hydrate were added. After 1 more hour, the reaction mixture was cooled to room temperature and then filtered over celite and washed with methanol. The organic phase was concentrated and the residue was pur... The reactants are OC=1C=C(C=O)C=CC1OC (3-hydroxy-4-methoxybenzaldehyde), N(=NC(=O)OCC)C(=O)OCC (diethyl azodicarboxlate), C1(=CC=CC=C1)P(C1=CC=CC=C1)C1=CC=CC=C1 (triphenyl phosphine), (R)-(+)-endo-2-norborneol. Run in O1CCCC1 (tetrahydrofuran). Yields the product COC1=CC=C(C=O)C=C1 (4-methoxybenzaldehyde). As a reaction SMILES: O[C:2]1[CH:3]=[C:4]([CH:7]=[CH:8][C:9]=1[O:10][CH3:11])[CH:5]=[O:6].N(C(OCC)=O)=NC(OCC)=O.C1(P(C2C=CC=CC=2)C2C=CC=CC=2)C=CC=CC=1>O1CCCC1>[CH3:11][O:10][C:9]1[CH:8]=[CH:7][C:4]([CH:5]=[O:6])=[CH:3][CH:2]=1. Reported procedure: Namely, (R)-(+)-endo-2-norborneol (2) in tetrahydrofuran is reacted under reflux with 3-hydroxy-4-methoxybenzaldehyde in the presence of diethyl azodicarboxlate and triphenyl phosphine to obtain 3-[(2S)-exo-bicyclo[2.2.1]hepto-2-yloxy]-4-methoxybenzaldehyde (6), then via three steps (as shown in EPO 428 313 A), and the pyrimidone derivative (9) is derived.